describe an organic reaction: reactants, conditions, products, and yield From a dataset of the Open Reaction Database (ORD), a public repository of structured organic reaction records. Starting materials: C1CCOC1, CCCCCC, CC1CCN(C(=O)CCl)CC1, CN1CCc2[nH]c3ccc(Cl)cc3c2CC1, [H-], [Na+]. The product is CC1CCN(C(=O)Cn2c3c(c4cc(Cl)ccc42)CCN(C)CC3)CC1. As a reaction SMILES: [CH2:36]1[O:37][CH2:38][CH2:39][CH2:40]1.[CH3:30][CH2:31][CH2:32][CH2:33][CH2:34][CH3:35].[Cl:19][CH2:20][C:21](=[O:22])[N:23]1[CH2:24][CH2:25][CH:26]([CH3:29])[CH2:27][CH2:28]1.[Cl:3][c:4]1[cH:5][c:6]2[c:7]3[c:8]([nH:9][c:10]2[cH:11][cH:12]1)[CH2:13][CH2:14][N:15]([CH3:18])[CH2:16][CH2:17]3.[H-:1].[Na+:2]>>[Cl:3][c:4]1[cH:5][c:6]2[c:7]3[c:8]([n:9]([CH2:20][C:21](=[O:22])[N:23]4[CH2:24][CH2:25][CH:26]([CH3:29])[CH2:27][CH2:28]4)[c:10]2[cH:11][cH:12]1)[CH2:13][CH2:14][N:15]([CH3:18])[CH2:16][CH2:17]3. Starting materials: CS(C)=O, ClCc1cccc(Cl)c1, Cl, [H-], [Na+], c1ccc(C(c2ccccc2)(c2ccccc2)n2nnc(-c3ccc4[nH]c5ccccc5c4c3)n2)cc1. The product is Clc1cccc(Cn2c3ccccc3c3cc(-c4nnn(C(c5ccccc5)(c5ccccc5)c5ccccc5)n4)ccc32)c1. RXN SMILES: [CH3:50][S:51]([CH3:52])=[O:53].[Cl:40][c:41]1[cH:42][c:43]([CH2:44][Cl:45])[cH:46][cH:47][cH:48]1.[ClH:49].[H-:38].[Na+:39].[c:1]1([C:7]([n:8]2[n:9][c:10](-[c:13]3[cH:14][cH:15][c:16]4[nH:17][c:18]5[cH:19][cH:20][cH:21][cH:22][c:23]5[c:24]4[cH:25]3)[n:11][n:12]2)([c:26]2[cH:27][cH:28][cH:29][cH:30][cH:31]2)[c:32]2[cH:33][cH:34][cH:35][cH:36][cH:37]2)[cH:2][cH:3][cH:4][cH:5][cH:6]1>>[c:1]1([C:7]([n:8]2[n:9][c:10](-[c:13]3[cH:14][cH:15][c:16]4[n:17]([CH2:44][c:43]5[cH:42][c:41]([Cl:40])[cH:48][cH:47][cH:46]5)[c:18]5[cH:19][cH:20][cH:21][cH:22][c:23]5[c:24]4[cH:25]3)[n:11][n:12]2)([c:26]2[cH:27][cH:28][cH:29][cH:30][cH:31]2)[c:32]2[cH:33][cH:34][cH:35][cH:36][cH:37]2)[cH:2][cH:3][cH:4][cH:5][cH:6]1.